From a dataset of the Open Reaction Database (ORD), a public repository of structured organic reaction records. describe an organic reaction: reactants, conditions, products, and yield Reactants: CCSc1ccc(NC(=S)NC(=O)OC)c([N+](=O)[O-])c1, CO, [Cl-], [Fe], O, O, O, O, O. Product: CCSc1ccc(NC(=S)NC(=O)OC)c(N)c1. As a reaction SMILES: [CH2:1]([CH3:2])[S:3][c:4]1[cH:5][c:6]([N+:18]([O-:19])=[O:20])[c:7]([NH:10][C:11](=[S:12])[NH:13][C:14](=[O:15])[O:16][CH3:17])[cH:8][cH:9]1.[CH3:28][OH:29].[Cl-:25].[Fe:27].[OH2:21].[OH2:22].[OH2:23].[OH2:24].[OH2:26]>>[CH2:1]([CH3:2])[S:3][c:4]1[cH:5][c:6]([NH2:18])[c:7]([NH:10][C:11](=[S:12])[NH:13][C:14](=[O:15])[O:16][CH3:17])[cH:8][cH:9]1. Starting materials: CSC(=N)c1cccs1, CCO, I, Nc1ccc2c(ccn2C2CN3CCC2CC3)c1. Product: N=C(Nc1ccc2c(ccn2C2CN3CCC2CC3)c1)c1cccs1. As a reaction SMILES: [CH3:20][S:21][C:22](=[NH:23])[c:24]1[s:25][cH:26][cH:27][cH:28]1.[CH3:29][CH2:30][OH:31].[IH:19].[N:1]12[CH2:2][CH:3]([n:9]3[cH:10][cH:11][c:12]4[cH:13][c:14]([NH2:18])[cH:15][cH:16][c:17]34)[CH:4]([CH2:5][CH2:6]1)[CH2:7][CH2:8]2>>[N:1]12[CH2:2][CH:3]([n:9]3[cH:10][cH:11][c:12]4[cH:13][c:14]([NH:18][C:22](=[NH:23])[c:24]5[s:25][cH:26][cH:27][cH:28]5)[cH:15][cH:16][c:17]34)[CH:4]([CH2:5][CH2:6]1)[CH2:7][CH2:8]2. The reactants are O=[N+]([O-])c1ccc2c(c1)C(c1ccccc1F)=NCC(=S)N2, N, C1CCOC1. Product: NC1=Nc2ccc([N+](=O)[O-])cc2C(c2ccccc2F)=NC1. Reaction SMILES: [F:2][c:3]1[c:4]([C:9]2=[N:10][CH2:11][C:12](=[S:23])[NH:13][c:14]3[c:15]2[cH:16][c:17]([N+:20](=[O:21])[O-:22])[cH:18][cH:19]3)[cH:5][cH:6][cH:7][cH:8]1.[NH3:1].[O:24]1[CH2:25][CH2:26][CH2:27][CH2:28]1>>[NH2:1][C:12]1=[N:13][c:14]2[c:15]([cH:16][c:17]([N+:20](=[O:21])[O-:22])[cH:18][cH:19]2)[C:9]([c:4]2[c:3]([F:2])[cH:8][cH:7][cH:6][cH:5]2)=[N:10][CH2:11]1. Starting materials: C(C)N1C(C(N(CC1)C(=O)NC(C(=O)NC1(C(NC1C)=O)SC)C1=CC=CC=C1)=O)=O (3[2-(4-Ethyl-2,3-dioxopiperazine-1-carbonylamino)-2-phenylacetamido]-4-methyl-3-methylthioazetidin-2-one), C(C)(=O)OO (peracetic acid). The solvent is O1CCOCC1 (dioxan), C(C)(=O)O (acetic acid). Product: C(C)N1C(C(N(CC1)C(=O)NC(C(=O)NC1(C(NC1C)=O)S(=O)C)C1=CC=CC=C1)=O)=O (3[2-(4-Ethyl-2,3-dioxopiperazine-1-carbonylamino)-2-phenylacetamido]-4-methyl-3-methylsulphinylazetidin-2-one), solid. Reaction SMILES: [CH2:1]([N:3]1[CH2:8][CH2:7][N:6]([C:9]([NH:11][CH:12]([C:24]2[CH:29]=[CH:28][CH:27]=[CH:26][CH:25]=2)[C:13]([NH:15][C:16]2([S:22][CH3:23])[CH:19]([CH3:20])[NH:18][C:17]2=[O:21])=[O:14])=[O:10])[C:5](=[O:30])[C:4]1=[O:31])[CH3:2].C(OO)(=[O:34])C>O1CCOCC1.C(O)(=O)C>[CH2:1]([N:3]1[CH2:8][CH2:7][N:6]([C:9]([NH:11][CH:12]([C:24]2[CH:25]=[CH:26][CH:27]=[CH:28][CH:29]=2)[C:13]([NH:15][C:16]2([S:22]([CH3:23])=[O:34])[CH:19]([CH3:20])[NH:18][C:17]2=[O:21])=[O:14])=[O:10])[C:5](=[O:30])[C:4]1=[O:31])[CH3:2]. Reported procedure: The azetidinone (60) (250 mg) in dry dioxan (10 ml) was treated with a (5.07% w/v) solution of peracetic acid in acetic acid (0.69 ml) for 1.5 hour. The solvent was then evaporated in vacuo, the complete removal of acidic residues being ensured. Silica gel chromatography of the residue gave the title compound as a pale--white solid (149 mg), νmax. (Nujol) 3300, 1760, 1710, and 1670 cm-1, δ[(CD3)2SO]0.65, 0.93, 1.16 and 1.19 (each d, J 6.4 Hz, together 3H), (1.07 (t, J 7 Hz, 3H), 1.99, 2.14, 2.39... Reactants: CN1C=NC(=C1)S(=O)(=O)N (1-methyl-1H-imidazole-4-sulfonamide), C1(CCCCC1)P(C1=C(C=CC=C1)C1=C(C=C(C=C1C(C)C)C(C)C)C(C)C)C1CCCCC1 (2-dicyclohexylphosphino-2′,4′,6′-tri-isopropyl-1,1′-biphenyl), C([O-])([O-])=O.[Cs+].[Cs+] (cesium carbonate), C(C)OC([C@@H](C)OC1=NC(=NC(=C1)Cl)SCC1=C(C(=CC=C1)F)F)=O (2-[[6-chloro-2-[[(2,3-difluorophenyl)methyl]thio]-4-pyrimidinyl]oxy]-(2R)-propanoic acid ethyl ester), product. Reagents/catalysts: C=1C=CC(=CC1)/C=C/C(=O)/C=C/C2=CC=CC=C2.C=1C=CC(=CC1)/C=C/C(=O)/C=C/C2=CC=CC=C2.C=1C=CC(=CC1)/C=C/C(=O)/C=C/C2=CC=CC=C2.[Pd].[Pd] (tris(dibenzylideneacetone)dipalladium). Run in O1CCOCC1 (dioxane). Yields the product C(C)OC([C@@H](C)OC1=NC(=NC(=C1)NS(=O)(=O)C=1N=CN(C1)C)SCC1=C(C(=CC=C1)F)F)=O (2-[[2-[[(2,3-difluorophenyl)methyl]thio]-6-[[(1-methyl-1H-imidazol-4-yl)sulfonyl]amino]-4-pyrimidinyl]oxy]-(2R)-propanoic acid ethyl ester). RXN SMILES: [CH3:1][N:2]1[CH:6]=[C:5]([S:7]([NH2:10])(=[O:9])=[O:8])[N:4]=[CH:3]1.C1(P(C2CCCCC2)C2C=CC=CC=2C2C(C(C)C)=CC(C(C)C)=CC=2C(C)C)CCCCC1.C(=O)([O-])[O-].[Cs+].[Cs+].[CH2:51]([O:53][C:54](=[O:75])[C@H:55]([O:57][C:58]1[CH:63]=[C:62](Cl)[N:61]=[C:60]([S:65][CH2:66][C:67]2[CH:72]=[CH:71][CH:70]=[C:69]([F:73])[C:68]=2[F:74])[N:59]=1)[CH3:56])[CH3:52]>C1C=CC(/C=C/C(/C=C/C2C=CC=CC=2)=O)=CC=1.C1C=CC(/C=C/C(/C=C/C2C=CC=CC=2)=O)=CC=1.C1C=CC(/C=C/C(/C=C/C2C=CC=CC=2)=O)=CC=1.[Pd].[Pd].O1CCOCC1>[CH2:51]([O:53][C:54](=[O:75])[C@H:55]([O:57][C:58]1[CH:63]=[C:62]([NH:10][S:7]([C:5]2[N:4]=[CH:3][N:2]([CH3:1])[CH:6]=2)(=[O:9])=[O:8])[N:61]=[C:60]([S:65][CH2:66][C:67]2[CH:72]=[CH:71][CH:70]=[C:69]([F:73])[C:68]=2[F:74])[N:59]=1)[CH3:56])[CH3:52] |f:2.3.4,6.7.8.9.10|. Procedure: The subtitle compound was prepared according to the procedure outlined in example 1, step iv) using a mixture of 1-methyl-1H-imidazole-4-sulfonamide (0.19 g), tris(dibenzylideneacetone)dipalladium (0) (71 mg), 2-dicyclohexylphosphino-2′,4′,6′-tri-isopropyl-1,1′-biphenyl (XPHOS) (52 mg), cesium carbonate (0.38 g), 2-[[6-chloro-2-[[(2,3-difluorophenyl)methyl]thio]-4-pyrimidinyl]oxy]-(2R)-propanoic acid ethyl ester (the product of Example 23 step i) (0.30 g) and dioxane (10 mL). Purification was by... Reactants: BrC=1C=C(C=CC1)C1CC(=NN1C1=C(C=C(C=C1)F)F)C(C(F)(F)F)(F)F (5-(3-Bromo-phenyl)-1-(2,4-difluoro-phenyl)-3-pentafluoroethyl-4,5-dihydro-1H-pyrazole), C(=O)(OC(C)(C)C)NC1CCNCC1 (4-(N-BOC-amino)-piperidine), C=1C=CC(=CC1)P(C=2C=CC=CC2)C3=CC=C4C=CC=CC4=C3C5=C6C=CC=CC6=CC=C5P(C=7C=CC=CC7)C=8C=CC=CC8 (BINAP), CC(C)([O-])C.[Na+] (sodium t-butoxide). The reagents and catalysts are C=1C=CC(=CC1)/C=C/C(=O)/C=C/C2=CC=CC=C2.C=1C=CC(=CC1)/C=C/C(=O)/C=C/C2=CC=CC=C2.C=1C=CC(=CC1)/C=C/C(=O)/C=C/C2=CC=CC=C2.[Pd].[Pd] (Pd2(dba)3). Run in C1(=CC=CC=C1)C (toluene). Reaction conditions: temperature 100 celsius, time 12 hour. Product: C(=O)(OC(C)(C)C)NC1CCN(CC1)C=1C=C(C=CC1)C1CC(=NN1C1=C(C=C(C=C1)F)F)C(C(F)(F)F)(F)F (5-{3-[4-(N-BOC-amino)-piperidin-1-yl]-phenyl}-1-(2,4-difluoro-phenyl)-3-pentafluoroethyl-4,5-dihydro-1H-pyrazole). Isolated yield 43.5%. As a reaction SMILES: Br[C:2]1[CH:3]=[C:4]([CH:8]2[N:12]([C:13]3[CH:18]=[CH:17][C:16]([F:19])=[CH:15][C:14]=3[F:20])[N:11]=[C:10]([C:21]([F:27])([F:26])[C:22]([F:25])([F:24])[F:23])[CH2:9]2)[CH:5]=[CH:6][CH:7]=1.[C:28]([NH:35][CH:36]1[CH2:41][CH2:40][NH:39][CH2:38][CH2:37]1)([O:30][C:31]([CH3:34])([CH3:33])[CH3:32])=[O:29].C1C=CC(P(C2C(C3C(P(C4C=CC=CC=4)C4C=CC=CC=4)=CC=C4C=3C=CC=C4)=C3C(C=CC=C3)=CC=2)C2C=CC=CC=2)=CC=1.CC(C)([O-])C.[Na+]>C1C=CC(/C=C/C(/C=C/C2C=CC=CC=2)=O)=CC=1.C1C=CC(/C=C/C(/C=C/C2C=CC=CC=2)=O)=CC=1.C1C=CC(/C=C/C(/C=C/C2C=CC=CC=2)=O)=CC=1.[Pd].[Pd].C1(C)C=CC=CC=1>[C:28]([NH:35][CH:36]1[CH2:41][CH2:40][N:39]([C:2]2[CH:3]=[C:4]([CH:8]3[N:12]([C:13]4[CH:18]=[CH:17][C:16]([F:19])=[CH:15][C:14]=4[F:20])[N:11]=[C:10]([C:21]([F:27])([F:26])[C:22]([F:25])([F:24])[F:23])[CH2:9]3)[CH:5]=[CH:6][CH:7]=2)[CH2:38][CH2:37]1)([O:30][C:31]([CH3:34])([CH3:33])[CH3:32])=[O:29] |f:3.4,5.6.7.8.9|. Procedure details: 5-(3-Bromo-phenyl)-1-(2,4-difluoro-phenyl)-3-pentafluoroethyl-4,5-dihydro-1H-pyrazole (200.0 mg, 0.44 mmol) prepared in Step 2 of Preparation 5, 4-(N-BOC-amino)-piperidine (132.0 mg, 0.66 mmol), Pd2(dba)3 (20.0 mg, cat.), BINAP (27.0 mg, cat.) and sodium t-butoxide (76.0 mg, 0.79 mmol) were added to toluene (4.0 mL). The reaction mixture was stirred at 100° C. for 12 hours and then filtered through celite pad. A saturated solution of ammonium chloride was added to the filtrate, which was then ex...